From a dataset of the Open Reaction Database (ORD), a public repository of structured organic reaction records. describe an organic reaction: reactants, conditions, products, and yield Starting materials: C1CCOC1, CO, O=[N+]([O-])c1ccc(-c2cn3c(n2)sc2cc(OCCCl)ccc23)cc1, [H][H]. Yields the product Nc1ccc(-c2cn3c(n2)sc2cc(OCCCl)ccc23)cc1. RXN SMILES: [CH2:30]1[O:31][CH2:32][CH2:33][CH2:34]1.[CH3:28][OH:29].[Cl:1][CH2:2][CH2:3][O:4][c:5]1[cH:6][c:7]2[c:8]([n:9]3[c:10]([s:11]2)[n:12][c:13](-[c:15]2[cH:16][cH:17][c:18]([N+:21]([O-:22])=[O:23])[cH:19][cH:20]2)[cH:14]3)[cH:24][cH:25]1.[H:26][H:27]>>[Cl:1][CH2:2][CH2:3][O:4][c:5]1[cH:6][c:7]2[c:8]([n:9]3[c:10]([s:11]2)[n:12][c:13](-[c:15]2[cH:16][cH:17][c:18]([NH2:21])[cH:19][cH:20]2)[cH:14]3)[cH:24][cH:25]1. The reactants are C(CC)[Mg]Cl (propylmagnesium chloride), CCOCC (ether), CON(C(CCC(=O)N(C)OC)=O)C (N,N′-dimethoxy-N,N′-dimethylsuccinamide), CCOCC (ether), ice, O (water), C(C)O (ethanol), CCOCC (ether). Reaction conditions: time 2.25 hour. Yields the product CCCC(CCC(CCC)=O)=O (Decane-4,7-dione). Reaction SMILES: CON(C)[C:4](=[O:13])[CH2:5][CH2:6][C:7](N(OC)C)=[O:8].[CH2:15]([Mg]Cl)[CH2:16][CH3:17].[CH2:20](O)[CH3:21].O.[CH3:24]COCC>>[CH3:15][CH2:16][CH2:17][C:4](=[O:13])[CH2:5][CH2:6][C:7](=[O:8])[CH2:24][CH2:20][CH3:21]. Procedure: Cool a suspension of 20.42 g N,N′-dimethoxy-N,N′-dimethylsuccinamide from the Step A above in 1 L anhydrous ether in an ice bath under nitrogen. Add 300 mL of 2 M propylmagnesium chloride in ether over 15 minutes with mechanical stir. Continue to stir the reaction mixture in the cooling bath for 2.25 hours. Quench the reaction by adding 30 mL ethanol in 50 mL ether over 30 minutes. Pour the resulting suspension into 1 L ice and water containing 75 mL concentrated HCl. Separate the layers, wash t...